Dataset: the Open Reaction Database (ORD), a public repository of structured organic reaction records. Task: describe an organic reaction: reactants, conditions, products, and yield Reactants: ClC(Cl)(Cl)Cl, N#CC1CC2C3CC4C2C4C13, ClP(Cl)(Cl)(Cl)Cl, O. Product: N#CC1(Cl)CC2C3CC4C2C4C31. As a reaction SMILES: [C:19]([Cl:20])([Cl:21])([Cl:22])[Cl:23].[C:1](#[N:2])[CH:3]1[CH:4]2[CH:5]3[CH2:6][CH:7]4[CH:8]2[CH:9]4[CH:10]3[CH2:11]1.[Cl:12][P:13]([Cl:14])([Cl:15])([Cl:16])[Cl:17].[OH2:18]>>[C:1](#[N:2])[C:3]1([Cl:12])[CH:4]2[CH:5]3[CH2:6][CH:7]4[CH:8]2[CH:9]4[CH:10]3[CH2:11]1. The reactants are C1(=CC=CC=C1)B(O)O (benzeneboronic acid), BrC=1C=C2C(=CNC2=CC1)CCNC(C1=CC=C(C=C1)CC1=CC(=CC=C1)F)=O (N-(2-(5-bromo-1H-indol-3-yl)ethyl)-4-(3-fluorobenzyl)benzamide), C([O-])([O-])=O.[Na+].[Na+] (sodium carbonate). Reagents/catalysts: C=1C=CC(=CC1)[P](C=2C=CC=CC2)(C=3C=CC=CC3)[Pd]([P](C=4C=CC=CC4)(C=5C=CC=CC5)C=6C=CC=CC6)([P](C=7C=CC=CC7)(C=8C=CC=CC8)C=9C=CC=CC9)[P](C=1C=CC=CC1)(C=1C=CC=CC1)C=1C=CC=CC1 (tetrakis(triphenylphosphine)palladium(0)). The solvent is COCCOC (DME), O (water). Product: FC=1C=C(CC2=CC=C(C(=O)NCCC3=CNC4=CC=C(C=C34)C3=CC=CC=C3)C=C2)C=CC1 (4-(3-Fluorobenzyl)-N-(2-(5-phenyl-1H-indol-3-yl)ethyl)benzamide). The yield is 16.4%. Reaction SMILES: [C:1]1(B(O)O)[CH:6]=[CH:5][CH:4]=[CH:3][CH:2]=1.Br[C:11]1[CH:12]=[C:13]2[C:17](=[CH:18][CH:19]=1)[NH:16][CH:15]=[C:14]2[CH2:20][CH2:21][NH:22][C:23](=[O:38])[C:24]1[CH:29]=[CH:28][C:27]([CH2:30][C:31]2[CH:36]=[CH:35][CH:34]=[C:33]([F:37])[CH:32]=2)=[CH:26][CH:25]=1.C(=O)([O-])[O-].[Na+].[Na+]>COCCOC.O.C1C=CC([P]([Pd]([P](C2C=CC=CC=2)(C2C=CC=CC=2)C2C=CC=CC=2)([P](C2C=CC=CC=2)(C2C=CC=CC=2)C2C=CC=CC=2)[P](C2C=CC=CC=2)(C2C=CC=CC=2)C2C=CC=CC=2)(C2C=CC=CC=2)C2C=CC=CC=2)=CC=1>[F:37][C:33]1[CH:32]=[C:31]([CH:36]=[CH:35][CH:34]=1)[CH2:30][C:27]1[CH:28]=[CH:29][C:24]([C:23]([NH:22][CH2:21][CH2:20][C:14]2[C:13]3[C:17](=[CH:18][CH:19]=[C:11]([C:1]4[CH:6]=[CH:5][CH:4]=[CH:3][CH:2]=4)[CH:12]=3)[NH:16][CH:15]=2)=[O:38])=[CH:25][CH:26]=1 |f:2.3.4,^1:55,57,76,95|. Procedure details: A mixture of benzeneboronic acid (0.024 g; 0.195 mmol), N-(2-(5-bromo-1H-indol-3-yl)ethyl)-4-(3-fluorobenzyl)benzamide (0.080 g; 0.177 mmol), tetrakis(triphenylphosphine)palladium(0) (0.020; 0.017 mmol) and sodium carbonate (0.038 g; 0.355 mmol) in a mixture of DME (3 mL) and water (1 mL) was irradiated in the microwave oven at 130° C. for 20 minutes. The resulting solution was partitioned between water and ethyl acetate and the organic layer was concentrated under reduced pressure. The crude ma... Reaction SMILES: [NH2:1][C:2]1[C:3]([F:16])=[C:4]([F:15])[C:5]([F:14])=[C:6]([O:8]C(OCC)=O)[CH:7]=1.[C:17](Cl)(=[O:22])[C:18]([CH3:21])([CH3:20])[CH3:19].Cl.C(=O)([O-])[O-].[K+].[K+]>N1C=CC=CC=1.O>[F:14][C:5]1[C:4]([F:15])=[C:3]([F:16])[C:2]([NH:1][C:17](=[O:22])[C:18]([CH3:21])([CH3:20])[CH3:19])=[CH:7][C:6]=1[OH:8] |f:3.4.5|. Solvent: O (water), N1=CC=CC=C1 (pyridine). Procedure: 1.27 g (5.40 mmol) of the above 5-amino-O-ethoxycarbonyl-2,3,4-trifluorophenol was dissolved in 5 mL of pyridine, 0.80 mL (6.5 mmol) of pivaloyl chloride was added under ice-cooling and the mixture was stirred at the same temperature for 15 minutes. 1N hydrochloric acid was added to the reaction solution and the mixture was extracted once with ethyl acetate. The organic layer was washed once with water and once with an aqueous saturated solution of sodium chloride, dried over anhydrous sodium su... Isolated yield 89.9%. Starting materials: C([O-])([O-])=O.[K+].[K+] (potassium carbonate), NC=1C(=C(C(=C(C1)OC(=O)OCC)F)F)F (5-amino-O-ethoxycarbonyl-2,3,4-trifluorophenol), C(C(C)(C)C)(=O)Cl (pivaloyl chloride), Cl (hydrochloric acid), Cl (hydrochloric acid). The product is FC1=C(C=C(C(=C1F)F)NC(C(C)(C)C)=O)O (2,3,4-trifluoro-5-pivaloylaminophenol). Reaction conditions: time 15 minute.